From a dataset of the Open Reaction Database (ORD), a public repository of structured organic reaction records. describe an organic reaction: reactants, conditions, products, and yield Starting materials: C(C1=CC=CC=C1)OCN1C=CC2=CC(=CC=C12)C(=O)O (1-benzyloxymethyl-1H-indole-5-carboxylic acid), [H][H] (hydrogen). The reagents and catalysts are [Pd] (Palladium on carbon). The solvent is C(C)O (ethanol). The product is OCN1C=CC2=CC(=CC=C12)C(=O)O (1-Hydroxymethyl-1H-indole-5-carboxylic acid). The yield is 46.5%. RXN SMILES: C([O:8][CH2:9][N:10]1[C:18]2[C:13](=[CH:14][C:15]([C:19]([OH:21])=[O:20])=[CH:16][CH:17]=2)[CH:12]=[CH:11]1)C1C=CC=CC=1.[H][H]>C(O)C.[Pd]>[OH:8][CH2:9][N:10]1[C:18]2[C:13](=[CH:14][C:15]([C:19]([OH:21])=[O:20])=[CH:16][CH:17]=2)[CH:12]=[CH:11]1. Reported procedure: The 1-benzyloxymethyl-1H-indole-5-carboxylic acid (380 mg) obtained in Intermediate Example 47 was suspended in ethanol (6.5 ml). 10% Palladium on carbon (190 mg) was added thereto and stirred for 47 hours at 60° C. in a hydrogen atmosphere. Insoluble matter was removed by filtration, and the filtrate was concentrated under reduced pressure. The residue was purified by column chromatography (eluting solvent; dichloromethane:methanol 50:1) to give the title compound (120 mg, Y.:48%). Reactants: FCC(CF)OC=1C=C(C(=O)NC2=NN(C=C2)C)C=C(C1)O (3-{[2-fluoro-1-(fluoromethyl)ethyl]oxy}-5-hydroxy-N-(1-methyl-1H-pyrazol-3-yl)benzamide), N1(CCC1)C(=O)C1=NC=C(C=C1)Br (2-(azetidin-1-ylcarbonyl)-5-bromopyridine), C([O-])([O-])=O.[Cs+].[Cs+] (cesium carbonate), C(=O)(C(F)(F)F)O (TFA), N1(CCC1)C(=O)C1=CC=C(C=N1)OC=1C=C(C(=O)NC2=NN(C=C2)C)C=C(C1)OC(=C)CF (3-{[6-(azetidin-1-ylcarbonyl)pyridin-3-yl]oxy}-5-{[1-(fluoromethyl)ethenyl]oxy}-N-(1-methyl-1H-pyrazol-3-yl)benzamide). Reagents/catalysts: C1=CC=C(C=C1)P(C2=CC=CC=C2)C3=CC=CC=C3.C1=CC=C(C=C1)P(C2=CC=CC=C2)C3=CC=CC=C3.C1=CC=C(C=C1)P(C2=CC=CC=C2)C3=CC=CC=C3.[Cu]Br (bromotris(triphenylphosphine)copper(I)). Solvent: CC(=O)N(C)C (DMA), C(Cl)(Cl)Cl (chloroform), O (water), C(C)(=O)OCC (ethyl acetate). Reaction conditions: time 2 hour. Product: N1(CCC1)C(=O)C1=CC=C(C=N1)OC=1C=C(C(=O)NC2=NN(C=C2)C)C=C(C1)OC(CF)CF (3-{[6-(Azetidin-1-ylcarbonyl)pyridin-3-yl]oxy}-5-{[2-fluoro-1-(fluoromethyl)ethyl]oxy}-N-(1-methyl-1H-pyrazol-3-yl)benzamide). Isolated yield 8.6%. As a reaction SMILES: [F:1][CH2:2][CH:3]([O:6][C:7]1[CH:8]=[C:9]([CH:19]=[C:20]([OH:22])[CH:21]=1)[C:10]([NH:12][C:13]1[CH:17]=[CH:16][N:15]([CH3:18])[N:14]=1)=[O:11])[CH2:4][F:5].[N:23]1([C:27]([C:29]2[CH:34]=[CH:33][C:32](Br)=[CH:31][N:30]=2)=[O:28])[CH2:26][CH2:25][CH2:24]1.C(=O)([O-])[O-].[Cs+].[Cs+].N1(C(C2N=CC(OC3C=C(C=C(OC(CF)=C)C=3)C(NC3C=CN(C)N=3)=O)=CC=2)=O)CCC1.C(O)(C(F)(F)F)=O>CC(N(C)C)=O.C(Cl)(Cl)Cl.C1C=CC(P(C2C=CC=CC=2)C2C=CC=CC=2)=CC=1.C1C=CC(P(C2C=CC=CC=2)C2C=CC=CC=2)=CC=1.C1C=CC(P(C2C=CC=CC=2)C2C=CC=CC=2)=CC=1.[Cu]Br.O.C(OCC)(=O)C>[N:23]1([C:27]([C:29]2[N:30]=[CH:31][C:32]([O:22][C:20]3[CH:19]=[C:9]([CH:8]=[C:7]([O:6][CH:3]([CH2:2][F:1])[CH2:4][F:5])[CH:21]=3)[C:10]([NH:12][C:13]3[CH:17]=[CH:16][N:15]([CH3:18])[N:14]=3)=[O:11])=[CH:33][CH:34]=2)=[O:28])[CH2:26][CH2:25][CH2:24]1 |f:2.3.4,9.10.11.12|. Reported procedure: A mixture 3-{[2-fluoro-1-(fluoromethyl)ethyl]oxy}-5-hydroxy-N-(1-methyl-1H-pyrazol-3-yl)benzamide (100 mg, 0.32 mmol), 2-(azetidin-1-ylcarbonyl)-5-bromopyridine (86 mg, 0.35 mmol), cesium carbonate (209 mg, 0.64 mmol) and bromotris(triphenylphosphine)copper(I) (150 mg, 0.16 mmol) in DMA (5 mL) was stirred in a ‘Biotage initiator Microwave’ at 160° C. for 3 hours. The reaction mixture was added to ethyl acetate (50 mL) and water (50 mL), the organic layer washed with brine (50 mL), dried (MgSO4),... The reactants are C(C)OC(=O)NN (hydrazinoformic acid ethyl ester), C(C)O (ethanol), C(C)OC(C#C)=O (propiolic acid ethyl ester). Conditions: time 3 hour. The product is C(C)OC(=O)NN=C(CC=O)OCC (Formyl-acetic acid ethyl ester-ethoxycarbonylhydrazone). As a reaction SMILES: [CH2:1]([O:3][C:4]([NH:6][NH2:7])=[O:5])[CH3:2].[CH2:8]([O:10][C:11](=O)[C:12]#[CH:13])[CH3:9].C([OH:17])C>>[CH2:1]([O:3][C:4]([NH:6][N:7]=[C:11]([O:10][CH2:8][CH3:9])[CH2:12][CH:13]=[O:17])=[O:5])[CH3:2]. Procedure: 41.6 g (0.4 mole) hydrazinoformic acid ethyl ester are dissolved in 120 ml ethanol in a three necked 250 ml round flask with stirrer and temperature indicator and 39.2 g (0.4 mole) propiolic acid ethyl ester are added. The temperature rises to 30° C. during the addition and is kept constant for another three hours. After standing over night at room temperature the contents is thickened by evaporation at 40° C. in vacuo. The yellow oily residue crystallizes upon grinding. The crystals are ground ... Starting materials: CC(=O)c1ccc(OCC(=O)O)cc1, COC(=O)c1cccc(N)c1, CCN(C(C)C)C(C)C, CN(C)C=O, On1nnc2ccccc21. Yields the product COC(=O)c1cccc(NC(=O)COc2ccc(C(C)=O)cc2)c1. As a reaction SMILES: [C:1]([CH3:2])(=[O:3])[c:4]1[cH:5][cH:6][c:7]([O:8][CH2:9][C:10](=[O:11])[OH:12])[cH:13][cH:14]1.[CH3:15][O:16][C:17]([c:18]1[cH:19][c:20]([NH2:24])[cH:21][cH:22][cH:23]1)=[O:25].[CH:36]([N:37]([CH2:38][CH3:39])[CH:40]([CH3:41])[CH3:42])([CH3:43])[CH3:44].[O:45]=[CH:46][N:47]([CH3:48])[CH3:49].[OH:26][n:27]1[c:28]2[c:29]([cH:30][cH:31][cH:32][cH:33]2)[n:34][n:35]1>>[C:1]([CH3:2])(=[O:3])[c:4]1[cH:5][cH:6][c:7]([O:8][CH2:9][C:10](=[O:12])[NH:24][c:20]2[cH:19][c:18]([C:17]([O:16][CH3:15])=[O:25])[cH:23][cH:22][cH:21]2)[cH:13][cH:14]1. Starting materials: Oc1nc(C(F)(F)F)ncc1OCc1ccccc1, CCN(CC)c1ccccc1, O=P(Cl)(Cl)Cl. The product is FC(F)(F)c1ncc(OCc2ccccc2)c(Cl)n1. As a reaction SMILES: [CH2:1]([c:2]1[cH:3][cH:4][cH:5][cH:6][cH:7]1)[O:8][c:9]1[c:10]([OH:19])[n:11][c:12]([C:15]([F:16])([F:17])[F:18])[n:13][cH:14]1.[CH2:20]([N:21]([CH2:22][CH3:23])[c:24]1[cH:25][cH:26][cH:27][cH:28][cH:29]1)[CH3:30].[P:31]([Cl:32])([Cl:33])([Cl:34])=[O:35]>>[CH2:1]([c:2]1[cH:3][cH:4][cH:5][cH:6][cH:7]1)[O:8][c:9]1[c:10]([Cl:33])[n:11][c:12]([C:15]([F:16])([F:17])[F:18])[n:13][cH:14]1.